Dataset: the Open Reaction Database (ORD), a public repository of structured organic reaction records. Task: describe an organic reaction: reactants, conditions, products, and yield The reactants are ClC=1C=CC(=C(C1)O)CO (5-chloro-2-(hydroxymethyl)phenol), BrCC(C)C (1-bromo-2-methylpropane). Product: ClC1=CC(=C(C=C1)CO)OCC(C)C ([4-chloro-2-(2-methylpropoxy)phenyl]methanol). RXN SMILES: [Cl:1][C:2]1[CH:3]=[CH:4][C:5]([CH2:9][OH:10])=[C:6]([OH:8])[CH:7]=1.Br[CH2:12][CH:13]([CH3:15])[CH3:14]>>[Cl:1][C:2]1[CH:3]=[CH:4][C:5]([CH2:9][OH:10])=[C:6]([O:8][CH2:12][CH:13]([CH3:15])[CH3:14])[CH:7]=1. Procedure details: The title compound was prepared from 5-chloro-2-(hydroxymethyl)phenol (PREPARATION 7) and 1-bromo-2-methylpropane according to the procedure for the preparation of Example 111, part A. 1H NMR (400 MHz, CDCl3): δ 1.04 (6H, d, J=6.8 Hz), 2.07-2.17 (1H, m), 2.29 (1H, s), 3.75 (2H, d, J=6.4 Hz), 4.65 (2H, d, J=4.8 Hz), 6.83 (1H, d, J=2.0 Hz), 6.90 (1H, dd, J=2.0 Hz, 8.0 Hz), 7.20 (1H, d, J=8.0 Hz). Starting materials: C(C)(C)N(C(C)C)CC (N,N-diisopropylethylamine), NN=CS(=O)(=O)O (aminoiminomethanesulfonic acid), N1CCN(CC1)CCOC=1C=C(C=C(C1)C)OS(=O)(=O)C1=C(C=CC=C1)Cl (2-chlorobenzenesulfonic acid 3-[2-(piperazin-4-yl)ethoxy]-5-methylphenyl ester). The solvent is CN(C)C=O (DMF). Run at time 8 hour. The product is C(C)(=O)O.C(C)(=O)O.NN=CN1CCN(CC1)CCOC=1C=C(C=C(C1)C)OS(=O)(=O)C1=C(C=CC=C1)Cl (2-Chlorobenzenesulfonic acid 3-[2-[1-(aminoiminomethyl)piperazin-4-yl]ethoxy]-5-methylphenyl ester diacetic acid salt). Yield: 154.4%. Reaction SMILES: [NH:1]1[CH2:6][CH2:5][N:4]([CH2:7][CH2:8][O:9][C:10]2[CH:11]=[C:12]([O:17][S:18]([C:21]3[CH:26]=[CH:25][CH:24]=[CH:23][C:22]=3[Cl:27])(=[O:20])=[O:19])[CH:13]=[C:14]([CH3:16])[CH:15]=2)[CH2:3][CH2:2]1.C(N(CC)C(C)C)(C)C.[NH2:37][N:38]=[CH:39]S(O)(=O)=[O:41]>CN(C=O)C>[C:12]([OH:17])(=[O:41])[CH3:13].[C:12]([OH:17])(=[O:41])[CH3:13].[NH2:37][N:38]=[CH:39][N:1]1[CH2:2][CH2:3][N:4]([CH2:7][CH2:8][O:9][C:10]2[CH:11]=[C:12]([O:17][S:18]([C:21]3[CH:26]=[CH:25][CH:24]=[CH:23][C:22]=3[Cl:27])(=[O:20])=[O:19])[CH:13]=[C:14]([CH3:16])[CH:15]=2)[CH2:5][CH2:6]1 |f:4.5.6|. Procedure: A solution of 2-chlorobenzenesulfonic acid 3-[2-(piperazin-4-yl)ethoxy]-5-methylphenyl ester (411 mg, 1.0 mmol), as prepared in the preceding step, in DMF (10 mL) containing N,N-diisopropylethylamine (0.5 mL) and aminoiminomethanesulfonic acid (248 mg, 2.0 mmol) was stirred at room temperature overnight. The DMF was removed in vacuo and the residue was purified by flash column chromatography (85:15:2 methylene chloride:methanol:acetic acid) to give the title compound as a white solid (295 mg, 51... Starting materials: FC1=CC=C(C=C1)C1=NN=NN1CC(=O)O ([5-(4-fluorophenyl)tetrazol-1yl] acetic acid), S(O)(O)(=O)=O (sulfuric acid), C(CO)O (ethylene glycol), ice water. Run at temperature 90 celsius, time 2.5 hour. The product is OCCOC(CN1N=NN=C1C1=CC=C(C=C1)F)=O ([5-(4-fluorophenyl)tetrazol-1-yl] acetic acid 2-hydroxyethyl ester). Isolated yield 80.7%. Reaction SMILES: [F:1][C:2]1[CH:7]=[CH:6][C:5]([C:8]2[N:12]([CH2:13][C:14]([OH:16])=[O:15])[N:11]=[N:10][N:9]=2)=[CH:4][CH:3]=1.S(=O)(=O)(O)O.[CH2:22](O)[CH2:23][OH:24]>>[OH:24][CH2:23][CH2:22][O:15][C:14](=[O:16])[CH2:13][N:12]1[C:8]([C:5]2[CH:6]=[CH:7][C:2]([F:1])=[CH:3][CH:4]=2)=[N:9][N:10]=[N:11]1. Procedure details: To a solution of 300 mg (1.35 mM) of [5-(4-fluorophenyl)tetrazol-1yl] acetic acid in 2 ml of ethylene glycol was added 0.2 ml of sulfuric acid. After the addition, the mixture was stirred at 90° C. for 2.5 hrs. The mixture was then poured into ice-water and extracted with ethyl acetate. The organic phase was washed with water, dried over anhydrous magnesium sulfate and then concentrated under reduced pressure. The resultant residue was subjected to silica gel column chromatography (eluent: chlor... Starting materials: BrCC=1OC(OC1C)=O (4-bromomethyl-5-methyl-[1,3]-dioxol-2-one), N1C=CC=CC=C1 (azepine), ClC(C(C1OC(C(C(C1O)O)O)SC)NC(=O)C1NCCC(CC1)CCCC#N)C (5-(3-cyano-propyl)-azepane-2-carboxylic acid [2-chloro-1-(3,4,5-trihydroxy-6-methylsulfanyl-tetrahydro-pyran-2-yl)-propyl]-amide), CCN(C(C)C)C(C)C (DIEA). RXN SMILES: N1C=CC=CC=C1.[Cl:8][CH:9]([CH3:37])[CH:10]([NH:22][C:23]([CH:25]1[CH2:31][CH2:30][CH:29]([CH2:32][CH2:33][CH2:34][C:35]#[N:36])[CH2:28][CH2:27][NH:26]1)=[O:24])[CH:11]1[CH:16]([OH:17])[CH:15]([OH:18])[CH:14]([OH:19])[CH:13]([S:20][CH3:21])[O:12]1.CCN(C(C)C)C(C)C.Br[CH2:48][C:49]1[O:50][C:51](=[O:55])[O:52][C:53]=1[CH3:54]>CN(C=O)C.CCOC(C)=O>[Cl:8][CH:9]([CH3:37])[CH:10]([NH:22][C:23]([CH:25]1[CH2:31][CH2:30][CH:29]([CH2:32][CH2:33][CH2:34][C:35]#[N:36])[CH2:28][CH2:27][N:26]1[CH2:48][C:49]1[O:50][C:51](=[O:55])[O:52][C:53]=1[CH3:54])=[O:24])[CH:11]1[CH:16]([OH:17])[CH:15]([OH:18])[CH:14]([OH:19])[CH:13]([S:20][CH3:21])[O:12]1. Procedure: To a solution of azepine compound prepared in example 7′ (5-(3-cyano-propyl)-azepane-2-carboxylic acid [2-chloro-1-(3,4,5-trihydroxy-6-methylsulfanyl-tetrahydro-pyran-2-yl)-propyl]-amide, 100 mg) in DMF (2.0 mL) was added DIEA (181 μL) followed by 4-bromomethyl-5-methyl-[1,3]-dioxol-2-one (194 mg, prepared as described in J. Alexander, et al. J. Med. Chem, 1996, 39, 480-486). After stirring overnight EtOAc (30 mL) was added, the organic solution washed with brine (20 mL), dried over Na2SO4 and t... Run in CN(C)C=O (DMF), CCOC(=O)C (EtOAc). Yields the product ClC(C(C1OC(C(C(C1O)O)O)SC)NC(=O)C1N(CCC(CC1)CCCC#N)CC=1OC(OC1C)=O)C (5-(3-Cyano-propyl)-1-(5-methyl-2-oxo-[1,3]dioxol-4-ylmethyl)-azepane-2-carboxylic acid [2-chloro-1-(3,4,5-trihydroxy-6-methylsulfanyl-tetrahydro-pyran-2-yl)-propyl]-amide). Starting materials: Cc1ccc(-n2nc(C(C)(C)C)cc2NC(=O)Nc2ccc(OCc3ccnc(NC(=O)CCl)c3)c3ccccc23)cc1, C1COCCN1, CCN(C(C)C)C(C)C, ClCCl, CN(C)C=O. Product: Cc1ccc(-n2nc(C(C)(C)C)cc2NC(=O)Nc2ccc(OCc3ccnc(NC(=O)CN4CCOCC4)c3)c3ccccc23)cc1. RXN SMILES: [C:1]([CH3:2])([CH3:3])([CH3:4])[c:5]1[n:6][n:7](-[c:37]2[cH:38][cH:39][c:40]([CH3:43])[cH:41][cH:42]2)[c:8]([NH:10][C:11]([NH:12][c:13]2[cH:14][cH:15][c:16]([O:23][CH2:24][c:25]3[cH:26][c:27]([NH:31][C:32]([CH2:33][Cl:34])=[O:35])[n:28][cH:29][cH:30]3)[c:17]3[cH:18][cH:19][cH:20][cH:21][c:22]23)=[O:36])[cH:9]1.[CH2:53]1[CH2:54][O:55][CH2:56][CH2:57][NH:58]1.[CH:44]([N:45]([CH2:46][CH3:47])[CH:48]([CH3:49])[CH3:50])([CH3:51])[CH3:52].[Cl:59][CH2:60][Cl:61].[O:62]=[CH:63][N:64]([CH3:65])[CH3:66]>>[C:1]([CH3:2])([CH3:3])([CH3:4])[c:5]1[n:6][n:7](-[c:37]2[cH:38][cH:39][c:40]([CH3:43])[cH:41][cH:42]2)[c:8]([NH:10][C:11]([NH:12][c:13]2[cH:14][cH:15][c:16]([O:23][CH2:24][c:25]3[cH:26][c:27]([NH:31][C:32]([CH2:33][N:58]4[CH2:53][CH2:54][O:55][CH2:56][CH2:57]4)=[O:35])[n:28][cH:29][cH:30]3)[c:17]3[cH:18][cH:19][cH:20][cH:21][c:22]23)=[O:36])[cH:9]1. The reactants are CC(O)c1ccccc1, N#CN1Cc2ccccc2-c2ccccc2C1. The product is CC(OC(=N)N1Cc2ccccc2-c2ccccc2C1)c1ccccc1. RXN SMILES: [CH3:18][CH:19]([c:20]1[cH:21][cH:22][cH:23][cH:24][cH:25]1)[OH:26].[cH:1]1[cH:2][cH:3][cH:4][c:5]2[c:11]1-[c:10]1[c:9]([cH:15][cH:14][cH:13][cH:12]1)[CH2:8][N:7]([C:16]#[N:17])[CH2:6]2>>[cH:1]1[cH:2][cH:3][cH:4][c:5]2[c:11]1-[c:10]1[c:9]([cH:15][cH:14][cH:13][cH:12]1)[CH2:8][N:7]([C:16](=[NH:17])[O:26][CH:19]([CH3:18])[c:20]1[cH:21][cH:22][cH:23][cH:24][cH:25]1)[CH2:6]2. The reactants are CCS(=O)(=O)N1CCN(C(=O)OC(C)(C)C)CC1, ClCCl, Cl. Yields the product CCS(=O)(=O)N1CCNCC1, Cl. Reaction SMILES: [CH2:1]([CH3:2])[S:3](=[O:4])(=[O:5])[N:6]1[CH2:7][CH2:8][N:9]([C:12]([O:13][C:14]([CH3:15])([CH3:16])[CH3:17])=[O:18])[CH2:10][CH2:11]1.[Cl:20][CH2:21][Cl:22].[ClH:19]>>[CH2:1]([CH3:2])[S:3](=[O:4])(=[O:5])[N:6]1[CH2:7][CH2:8][NH:9][CH2:10][CH2:11]1.[ClH:19]. Reactants: COC(=O)c1ccc(CBr)cc1, CC(C)=O, Oc1cc(-c2ccc(OC(F)(F)F)cc2)cc2ccccc12, [K+], [K+], O=C([O-])[O-]. Product: COC(=O)c1ccc(COc2cc(-c3ccc(OC(F)(F)F)cc3)cc3ccccc23)cc1. RXN SMILES: [Br:23][CH2:24][c:25]1[cH:26][cH:27][c:28]([C:29](=[O:30])[O:31][CH3:32])[cH:33][cH:34]1.[CH3:41][C:42](=[O:43])[CH3:44].[F:1][C:2]([O:3][c:4]1[cH:5][cH:6][c:7](-[c:10]2[cH:11][c:12]([OH:20])[c:13]3[cH:14][cH:15][cH:16][cH:17][c:18]3[cH:19]2)[cH:8][cH:9]1)([F:21])[F:22].[K+:35].[K+:36].[O-:37][C:38]([O-:39])=[O:40]>>[F:1][C:2]([O:3][c:4]1[cH:5][cH:6][c:7](-[c:10]2[cH:11][c:12]([O:20][CH2:24][c:25]3[cH:26][cH:27][c:28]([C:29](=[O:30])[O:31][CH3:32])[cH:33][cH:34]3)[c:13]3[cH:14][cH:15][cH:16][cH:17][c:18]3[cH:19]2)[cH:8][cH:9]1)([F:21])[F:22]. The reactants are C(C1=CC=CC=C1)N1N=C(C=C1N)C(C)(C)C (1-benzyl-3-tert-butyl-1H-pyrazol-5-amine), ClC(=O)OC1=CC=CC=C1 (phenyl chloroformate). The product is C(C1=CC=CC=C1)N1N=C(C=C1NC(OC1=CC=CC=C1)=O)C(C)(C)C (phenyl 1-benzyl-3-tert-butyl-1H-pyrazol-5-ylcarbamate). The yield is 61.4%. As a reaction SMILES: [CH2:1]([N:8]1[C:12]([NH2:13])=[CH:11][C:10]([C:14]([CH3:17])([CH3:16])[CH3:15])=[N:9]1)[C:2]1[CH:7]=[CH:6][CH:5]=[CH:4][CH:3]=1.Cl[C:19]([O:21][C:22]1[CH:27]=[CH:26][CH:25]=[CH:24][CH:23]=1)=[O:20]>>[CH2:1]([N:8]1[C:12]([NH:13][C:19](=[O:20])[O:21][C:22]2[CH:27]=[CH:26][CH:25]=[CH:24][CH:23]=2)=[CH:11][C:10]([C:14]([CH3:17])([CH3:16])[CH3:15])=[N:9]1)[C:2]1[CH:3]=[CH:4][CH:5]=[CH:6][CH:7]=1. Reported procedure: Following the procedure in Example 118A, 1-benzyl-3-tert-butyl-1H-pyrazol-5-amine (666 mg, 2.64 mmol) and phenyl chloroformate (1.0 mL, 8.0 mmol) to give phenyl 1-benzyl-3-tert-butyl-1H-pyrazol-5-ylcarbamate (565 mg, 1.62 mmol, 61%). 1H NMR (300 MHz, DMSO-d6) δ 10.20 (br s, 1H), 7.43-7.10 (m, 10H), 6.14 (s, 1H), 5.29 (s, 1H), 1.22 (s, 9H); LC-MS (ESI) m/z 350 (M+H)+. Reaction conditions: time 50 minute. Yields the product ClC=1C=C(C=CC1OC(C(F)F)(F)F)[N+](=O)[O-] (3-chloro-4-(1',1',2',2'-tetrafluoroethoxy)nitrobenzene). Procedure details: 20 Grams of 2-chloro-4-nitrophenol was dissolved in 200 ml of N,N-dimethylformamide, and 3.4 g of potassium hydroxide was added thereto. Tetrafluoroethylene was blown into the resulting solution at an inner temperature of 50° C., after which stirring was continued for 50 minutes at an inner temperature of 50° C. Thereafter, 3.5 g of potassium hydroxide was added to the stirred solution and the resulting solution was further stirred for 6 hours at an inner temperature of 100° C. The reaction solu... Solvent: C(Cl)(Cl)Cl (chloroform), CN(C=O)C (N,N-dimethylformamide). Reactants: [OH-].[K+] (potassium hydroxide), ClC1=C(C=CC(=C1)[N+](=O)[O-])O (2-chloro-4-nitrophenol), [OH-].[K+] (potassium hydroxide), FC(=C(F)F)F (Tetrafluoroethylene), ice water. Reaction SMILES: [Cl:1][C:2]1[CH:7]=[C:6]([N+:8]([O-:10])=[O:9])[CH:5]=[CH:4][C:3]=1[OH:11].[OH-].[K+].[F:14][C:15]([F:19])=[C:16]([F:18])[F:17]>CN(C)C=O.C(Cl)(Cl)Cl>[Cl:1][C:2]1[CH:7]=[C:6]([N+:8]([O-:10])=[O:9])[CH:5]=[CH:4][C:3]=1[O:11][C:16]([F:18])([F:17])[CH:15]([F:19])[F:14] |f:1.2|.